Dataset: the Open Reaction Database (ORD), a public repository of structured organic reaction records. Task: describe an organic reaction: reactants, conditions, products, and yield The reactants are BrCc1ccccc1, CS(=O)(=O)c1cc(C(=O)O)c(N)cc1Cl, Cl, [Na+], [OH-], O. Product: CS(=O)(=O)c1cc(C(=O)O)c(NCc2ccccc2)cc1Cl. Reaction SMILES: [Br:16][CH2:17][c:18]1[cH:19][cH:20][cH:21][cH:22][cH:23]1.[Cl:1][c:2]1[cH:3][c:4]([NH2:15])[c:5]([C:6](=[O:7])[OH:8])[cH:9][c:10]1[S:11](=[O:12])(=[O:13])[CH3:14].[ClH:25].[Na+:27].[OH-:26].[OH2:24]>>[Cl:1][c:2]1[cH:3][c:4]([NH:15][CH2:17][c:18]2[cH:19][cH:20][cH:21][cH:22][cH:23]2)[c:5]([C:6](=[O:7])[OH:8])[cH:9][c:10]1[S:11](=[O:12])(=[O:13])[CH3:14]. Reactants: 0.5-N, COC(C1=CN(C(CC1=O)C1=CC=C(C=C1)Cl)CC)=O (1-ethyl-6-(4-chlorophenyl)-4-oxo-1,4,5,6-tetrahydronicotinic acid methyl ester), [OH-].[Na+] (sodium hydroxide), O1CCOCC1 (dioxane), 1-N, Cl (hydrochloric acid). Run in CO (methanol). The product is C(C)N1C=C(C(=O)O)C(C=C1C1=CC=C(C=C1)Cl)=O (1-ethyl-6-(4-chlorophenyl)-4-oxo-1,4-dihydronicotinic acid). Reaction SMILES: C[O:2][C:3](=[O:20])[C:4]1[C:9](=[O:10])[CH2:8][CH:7]([C:11]2[CH:16]=[CH:15][C:14]([Cl:17])=[CH:13][CH:12]=2)[N:6]([CH2:18][CH3:19])[CH:5]=1.O1CCOCC1.[OH-].[Na+].Cl>CO>[CH2:18]([N:6]1[C:7]([C:11]2[CH:12]=[CH:13][C:14]([Cl:17])=[CH:15][CH:16]=2)=[CH:8][C:9](=[O:10])[C:4]([C:3]([OH:20])=[O:2])=[CH:5]1)[CH3:19] |f:2.3|. Reported procedure: The starting material was obtained by dissolving 1.85 g. of 1-ethyl-6-(4-chlorophenyl)-4-oxo-1,4,5,6-tetrahydronicotinic acid methyl ester (prepared as described in Example 1) in 10 ml. of dioxane and 10 ml. of methanol and heating the solution under reflux for 3 hours in the presence of 20 ml. of 1-N sodium hydroxide. The mixture was cooled down, acidified with 0.5-N hydrochloric acid, the separated crystals were filtered off under suction and recrystallized from methanol/ether. Yield 1.3 g.; m... Reactants: COC=1C=C(C=C(C1)OC)O (3,5-dimethoxyphenol), BrCC(=O)C1=CC(=CC(=C1)F)F (2-bromo-1-(3,5-difluorophenyl)ethanone). Yield: 50.0%. Reaction SMILES: C[O:2][C:3]1[CH:4]=[C:5]([OH:11])[CH:6]=[C:7]([O:9][CH3:10])[CH:8]=1.BrC[C:14]([C:16]1[CH:21]=[C:20]([F:22])[CH:19]=[C:18]([F:23])[CH:17]=1)=O>>[F:22][C:20]1[CH:21]=[C:16]([C:14]2[C:6]3=[C:5]([OH:11])[CH:4]=[C:3]([OH:2])[CH:8]=[C:7]3[O:9][CH:10]=2)[CH:17]=[C:18]([F:23])[CH:19]=1. Procedure details: This compound was prepared using Method B from 3,5-dimethoxyphenol and 2-bromo-1-(3,5-difluorophenyl)ethanone: Yield 50% following procedures B.2, B.3 and B.5; m.p. 149-151° C.; IR 3373, 1629, 1507, 1359, 1255, 1157, 1123, 1031 cm−1; 1H-NMR (500 MHz, δ ppm, DMSO-d6) 10.08 (s, 1H), 9.45 (s, 1H), 8.02 (s, 1H), 7.49 (d, J=7.7 Hz, 2H), 7.13 (t, J=9.4 Hz, 1H), 6.43 (s, 1H), 6.28 (s, 1H); 13C-NMR (75 MHz, δ ppm, CD3OD) 164.3 (dd, J=244.8 Hz, 13.4 Hz), 160.4, 158.1, 153.5, 141.7, 137.8 (t, J=10.7 Hz), ... Yields the product FC=1C=C(C=C(C1)F)C1=COC=2C1=C(C=C(C2)O)O (3-(3,5-difluorophenyl)-1-benzofuran-4,6-diol). Reactants: ClC1=CC=C(C=C1)C1=NC=2C(=NC=CC2)N1CC(=O)NCCC1N(CCC1)C (2-(4-chlorophenyl)-N-[2-(1-methyl-2-pyrrolidinyl)ethyl]-3H-imidazo[4,5-b]pyridine-3-acetamide), Cl (hydrogen chloride), C(C)(C)OC(C)C (Isopropyl ether). Run in C(C)(C)O (isopropyl alcohol), C(C)(C)O (isopropyl alcohol). Product: Cl.ClC1=CC=C(C=C1)C1=NC=2C(=NC=CC2)N1CC(=O)NCCC1N(CCC1)C (2-(4-Chlorophenyl)-N-[2-(1-methyl-2-pyrrolidinyl)ethyl]-3H-imidazo[4,5-b]pyridine-3-acetamide hydrochloride). The yield is 193.4%. As a reaction SMILES: [Cl:1][C:2]1[CH:7]=[CH:6][C:5]([C:8]2[N:16]([CH2:17][C:18]([NH:20][CH2:21][CH2:22][CH:23]3[CH2:27][CH2:26][CH2:25][N:24]3[CH3:28])=[O:19])[C:11]3=[N:12][CH:13]=[CH:14][CH:15]=[C:10]3[N:9]=2)=[CH:4][CH:3]=1.Cl.C(OC(C)C)(C)C>C(O)(C)C>[ClH:1].[Cl:1][C:2]1[CH:3]=[CH:4][C:5]([C:8]2[N:16]([CH2:17][C:18]([NH:20][CH2:21][CH2:22][CH:23]3[CH2:27][CH2:26][CH2:25][N:24]3[CH3:28])=[O:19])[C:11]3=[N:12][CH:13]=[CH:14][CH:15]=[C:10]3[N:9]=2)=[CH:6][CH:7]=1 |f:4.5|. Reported procedure: A solution of crude 2-(4-chlorophenyl)-N-[2-(1-methyl-2-pyrrolidinyl)ethyl]-3H-imidazo[4,5-b]pyridine-3-acetamide (3.96 g, 0.0100 mole) in hot isopropyl alcohol was acidified with hydrogen chloride in isopropyl alcohol. Isopropyl ether was added to the cloud point. Upon cooling to room temperature, a solid precipitated. The solid was collected by filtration, rinsed with isopropyl ether, and dried under high vacuum to give 4.2 g (86%) of title compound, mp 171°-175° C. Reactants: CC(CCl)CBr, Oc1ccccc1F. Yields the product CC(CCl)COc1ccccc1F. RXN SMILES: [Br:9][CH2:10][CH:11]([CH2:12][Cl:13])[CH3:14].[F:1][c:2]1[c:3]([OH:8])[cH:4][cH:5][cH:6][cH:7]1>>[F:1][c:2]1[c:3]([O:8][CH2:10][CH:11]([CH2:12][Cl:13])[CH3:14])[cH:4][cH:5][cH:6][cH:7]1. Starting materials: C1(CC1)NC(=O)C=1C=CC(=C(C1)C=1C=C2C(=CN(C(C2=CC1)=O)CC1CC1)C(=O)O)C (6-(5-(Cyclopropylcarbamoyl)-2-methylphenyl)-2-(cyclopropylmethyl)-1-oxo-1,2-dihydroisoquinoline-4-carboxylic acid), O1CCCC1.B (borane tetrahydrofuran). Run in C1CCOC1 (THF). Run at time 1 hour. Yields the product C1(CC1)NC(C1=CC(=C(C=C1)C)C=1C=C2C(=CN(C(C2=CC1)=O)CC1CC1)CO)=O (N-Cyclopropyl-3-(2-(cyclopropylmethyl)-4-(hydroxymethyl)-1-oxo-1,2-dihydroisoquinolin-6-yl)-4-methylbenzamide). As a reaction SMILES: [CH:1]1([NH:4][C:5]([C:7]2[CH:8]=[CH:9][C:10]([CH3:31])=[C:11]([C:13]3[CH:14]=[C:15]4[C:20](=[CH:21][CH:22]=3)[C:19](=[O:23])[N:18]([CH2:24][CH:25]3[CH2:27][CH2:26]3)[CH:17]=[C:16]4[C:28](O)=[O:29])[CH:12]=2)=[O:6])[CH2:3][CH2:2]1.O1CCCC1.B>C1COCC1>[CH:1]1([NH:4][C:5](=[O:6])[C:7]2[CH:8]=[CH:9][C:10]([CH3:31])=[C:11]([C:13]3[CH:14]=[C:15]4[C:20](=[CH:21][CH:22]=3)[C:19](=[O:23])[N:18]([CH2:24][CH:25]3[CH2:26][CH2:27]3)[CH:17]=[C:16]4[CH2:28][OH:29])[CH:12]=2)[CH2:2][CH2:3]1 |f:1.2|. Reported procedure: To a solution of the product of Example 37 step v) (500 mg) in THF (12 mL) at 0° C. was added borane tetrahydrofuran complex (1M/THF) (1.6 mL) dropwise. The ice bath was removed once gas evolution had ceased, and the reaction was stirred at room temperature for 1 hour. The reaction mixture was cooled to 0° C. and further borane tetrahydrofuran complex (1M/THF, 750 uL) was added, and the reaction was slowly warmed to room temperature and stirred for 1 hour. The reaction mixture was quenched with ... Reactants: [H-].[Al+3].[Li+].[H-].[H-].[H-] (lithium aluminum hydride), C1(=CC=CC=C1)C1=C(NC=2N=CN=C(C21)N)[Si](CC)(CC)CC (5-phenyl-6-(triethylsilyl)-7-H-pyrrolo[2,3-d]pyrimidin-4-amine), C(CCl)Cl (EDC), C=1C=CC2=C(C1)N=NN2O (HOBt), O1[C@@H](CCC1)C(=O)O ((S)-tetrahydro-2-furoic acid), ice water. The reagents and catalysts are CN(C)C=1C=CN=CC1 (DMAP). The solvent is ClCCl (Dichloromethane), C1CCOC1 (THF), CN(C)C=O (DMF). Run at temperature 0 celsius, time 1 hour. Yields the product C1(=CC=CC=C1)C1=C(NC=2N=CN=C(C21)NC[C@H]2OCCC2)[Si](CC)(CC)CC ((S)-[5-Phenyl-6-(triethylsilanyl)-7-H-pyrrolo[2,3-d]pyrimidine-4-yl]-(tetrahydrofuran-2-ylmethyl)-amine). RXN SMILES: [C:1]1([C:7]2[C:15]3[C:14]([NH2:16])=[N:13][CH:12]=[N:11][C:10]=3[NH:9][C:8]=2[Si:17]([CH2:22][CH3:23])([CH2:20][CH3:21])[CH2:18][CH3:19])[CH:6]=[CH:5][CH:4]=[CH:3][CH:2]=1.C(Cl)CCl.C1C=CC2N(O)N=NC=2C=1.[O:38]1[CH2:42][CH2:41][CH2:40][C@H:39]1[C:43](O)=O.[H-].[Al+3].[Li+].[H-].[H-].[H-]>CN(C1C=CN=CC=1)C.CN(C=O)C.C1COCC1.ClCCl>[C:1]1([C:7]2[C:15]3[C:14]([NH:16][CH2:43][C@@H:39]4[CH2:40][CH2:41][CH2:42][O:38]4)=[N:13][CH:12]=[N:11][C:10]=3[NH:9][C:8]=2[Si:17]([CH2:20][CH3:21])([CH2:22][CH3:23])[CH2:18][CH3:19])[CH:2]=[CH:3][CH:4]=[CH:5][CH:6]=1 |f:4.5.6.7.8.9|. Procedure: To a slurry of 4.00 g (12.3 mmol) of 5-phenyl-6-(triethylsilyl)-7-H-pyrrolo[2,3-d]pyrimidin-4-amine, 3.10 g (16.0 mmol) of EDC and 2.50 g (18.5 mmol) of HOBt and catalytic DMAP in 20 ml DMF was added dropwise 1.91 g (14.8 mmol) of (S)-tetrahydro-2-furoic acid at 0° C. The reaction mixture was stirred at 0° C. for 1 h, then was warmed to room temperature and stirred for 30 h. Dichloromethane (500 ml) was added and the mixture was washed with brine (1×), saturated aqueous sodium bicarbonate (1×), ...